This data is from the Open Reaction Database (ORD), a public repository of structured organic reaction records. The task is: describe an organic reaction: reactants, conditions, products, and yield Reactants: CC1(C=2C=CC(=CC2C(CC1)(C)C)C(=C)C1=CC=C(C(=O)O)C=C1)C (4-[1-(5,6,7,8-Tetrahydro-5,5,8,8-tetramethyl-2-naphthalenyl)-1-ethenyl]benzoic acid), [H][H] (hydrogen). The reagents and catalysts are [Pd] (palladium on charcoal). Solvent: C(C)O (ethanol). Product: CC1(C=2C=CC(=CC2C(CC1)(C)C)C(C)C1=CC=C(C(=O)O)C=C1)C (4-[1-(5,6,7,8-Tetrahydro-5,5,8,8-tetramethyl-2-naphthalenyl)-1-ethyl]benzoic acid). Yield: 73.8%. Reaction SMILES: [CH3:1][C:2]1([CH3:25])[CH2:11][CH2:10][C:9]([CH3:13])([CH3:12])[C:8]2[CH:7]=[C:6]([C:14]([C:16]3[CH:24]=[CH:23][C:19]([C:20]([OH:22])=[O:21])=[CH:18][CH:17]=3)=[CH2:15])[CH:5]=[CH:4][C:3]1=2.[H][H]>[Pd].C(O)C>[CH3:25][C:2]1([CH3:1])[CH2:11][CH2:10][C:9]([CH3:12])([CH3:13])[C:8]2[CH:7]=[C:6]([CH:14]([C:16]3[CH:24]=[CH:23][C:19]([C:20]([OH:22])=[O:21])=[CH:18][CH:17]=3)[CH3:15])[CH:5]=[CH:4][C:3]1=2. Procedure: The olefin 48 (0.0105 g, 0.0314 mmol) was hydrogenated over 5% palladium on charcoal (1 mg) in 0.5 mL of ethanol at room temperature and atmospheric pressure. After one equivalent (0.7 mL) of hydrogen was taken up, the catalyst was removed by filtration through a small Celite pad. The solvent was removed in vacuo to give the crude acid as a white solid (0.019 g). Recrystallization from benzene-hexane afforded the desired acid 49 as a white crystalline solid (0.0078 g, 74%): m.p. 186°-188° C. The... Starting materials: C([O-])([O-])=O.[Cs+].[Cs+] (Cesium carbonate), FC=1C=C2C(=NNC2=CC1)CC(=O)OCC (Ethyl 2-(5-fluoro-1H-indazol-3-yl)acetate), [N+](=O)([O-])C1=CC=C(CBr)C=C1 (p-nitro benzyl bromide). Solvent: O1CCCC1 (tetrahydrofuran). Yields the product FC=1C=C2C(=NN(C2=CC1)CC1=CC=C(C=C1)[N+](=O)[O-])CC(=O)OCC (ethyl 2-[5-fluoro-1-(4-nitrobenzyl)-1H-indazol-3-yl]acetate). Yield: 38.2%. Reaction SMILES: [F:1][C:2]1[CH:3]=[C:4]2[C:8](=[CH:9][CH:10]=1)[NH:7][N:6]=[C:5]2[CH2:11][C:12]([O:14][CH2:15][CH3:16])=[O:13].C(=O)([O-])[O-].[Cs+].[Cs+].[N+:23]([C:26]1[CH:33]=[CH:32][C:29]([CH2:30]Br)=[CH:28][CH:27]=1)([O-:25])=[O:24]>O1CCCC1>[F:1][C:2]1[CH:3]=[C:4]2[C:8](=[CH:9][CH:10]=1)[N:7]([CH2:30][C:29]1[CH:32]=[CH:33][C:26]([N+:23]([O-:25])=[O:24])=[CH:27][CH:28]=1)[N:6]=[C:5]2[CH2:11][C:12]([O:14][CH2:15][CH3:16])=[O:13] |f:1.2.3|. Reported procedure: Ethyl 2-(5-fluoro-1H-indazol-3-yl)acetate (0.48 g, 2.16 mmol) was dissolved in anhydrous tetrahydrofuran (30 mL). Cesium carbonate (2.11 g, 6.48 mmol) was added, and stirred at room temperature for half an hour. Then p-nitro benzyl bromide (466 mg, 2.16 mmol) was added. After reacted for 16 hours, the solid was filtered. The filtrate was concentrated, chromatographed on a silica gel column (petroleum ether:ethyl acetate=2:1) to obtain a yellow solid 295 mg, at a yield of 38.2%. Reactants: NCCN1C(NC(C1(C)C)=O)=O (1-(2-aminoethyl)-5,5-dimethyl-imidazolidine-2,4-dione), C(C)(C)N(CC)C(C)C (diisopropyl ethylamine), C(C1=CC=CC=C1)C1=NN=C(S1)C1=NC(=NC=C1Cl)SC (4-(5-Benzyl-1,3,4-thiadiazol-2-yl)-5-chloro-2-(methylthio)pyrimidine), sulfoxide, sulfone, OOS(=O)[O-].[K+] (Oxone). Solvent: CC(C)O (IPA), CC(=O)C (acetone), CC(=O)C (acetone), O (H2O). Reaction conditions: temperature 170 celsius, time 5 hour. Product: C(C1=CC=CC=C1)C1=NN=C(S1)C1=NC(=NC=C1Cl)NCCN1C(NC(C1(C)C)=O)=O (1-(2-(4-(5-Benzyl-1,3,4-thiadiazol-2-yl)-5-chloropyrimidin-2-ylamino)ethyl)-5,5-dimethylimidazolidine-2,4-dione). Yield: 90.4%. Reaction SMILES: [CH2:1]([C:8]1[S:12][C:11]([C:13]2[C:18]([Cl:19])=[CH:17][N:16]=[C:15](SC)[N:14]=2)=[N:10][N:9]=1)[C:2]1[CH:7]=[CH:6][CH:5]=[CH:4][CH:3]=1.OOS([O-])=O.[K+].[NH2:28][CH2:29][CH2:30][N:31]1[C:35]([CH3:37])([CH3:36])[C:34](=[O:38])[NH:33][C:32]1=[O:39].C(N(C(C)C)CC)(C)C>CC(C)=O.O.CC(O)C>[CH2:1]([C:8]1[S:12][C:11]([C:13]2[C:18]([Cl:19])=[CH:17][N:16]=[C:15]([NH:28][CH2:29][CH2:30][N:31]3[C:35]([CH3:36])([CH3:37])[C:34](=[O:38])[NH:33][C:32]3=[O:39])[N:14]=2)=[N:10][N:9]=1)[C:2]1[CH:7]=[CH:6][CH:5]=[CH:4][CH:3]=1 |f:1.2|. Reported procedure: 4-(5-Benzyl-1,3,4-thiadiazol-2-yl)-5-chloro-2-(methylthio)pyrimidine (0.190 g, 0.57 mmols) was dissolved in 75 mL acetone. Oxone (1.05 g, 1.7 mmol) was dissolved in 75 mL H2O and added to the acetone solution. This mixture was allowed to stir for 5 h. The acetone was removed under vacuum, the resulting precipitate was obtained by filtration. LC/MS analysis indicates a mixture of both sulfoxide and sulfone. This solid mixture was dried briefly in a vacuum oven. This material was charged to a micr...